The task is: describe an organic reaction: reactants, conditions, products, and yield. This data is from the Open Reaction Database (ORD), a public repository of structured organic reaction records. Starting materials: COCCN(CCOc1ccc2[nH]c(-c3cc4ccccc4[nH]c3=O)cc2c1)Cc1ccccc1, CCOC(C)=O. Product: COCCNCCOc1ccc2[nH]c(-c3cc4ccccc4[nH]c3=O)cc2c1. RXN SMILES: [CH2:1]([c:2]1[cH:3][cH:4][cH:5][cH:6][cH:7]1)[N:8]([CH2:9][CH2:10][O:11][c:12]1[cH:13][c:14]2[cH:15][c:16](-[c:21]3[c:22](=[O:31])[nH:23][c:24]4[cH:25][cH:26][cH:27][cH:28][c:29]4[cH:30]3)[nH:17][c:18]2[cH:19][cH:20]1)[CH2:32][CH2:33][O:34][CH3:35].[CH3:36][CH2:37][O:38][C:39]([CH3:40])=[O:41]>>[NH:8]([CH2:9][CH2:10][O:11][c:12]1[cH:13][c:14]2[cH:15][c:16](-[c:21]3[c:22](=[O:31])[nH:23][c:24]4[cH:25][cH:26][cH:27][cH:28][c:29]4[cH:30]3)[nH:17][c:18]2[cH:19][cH:20]1)[CH2:32][CH2:33][O:34][CH3:35]. Starting materials: BrC1=CC=C(C=C1)C1(OCC(CO1)(C)C)CCCOC=1C=C(C#N)C=CC1 (3-[3-[2-(4-bromophenyl)-5,5-dimethyl-1,3-dioxane-2-yl]propoxy]benzonitrile), C(CCC)N(CCCC)CCCC (tributylamine), CCOCC (Ether), CN(C=O)C (dimethylformamide). The reagents and catalysts are C1=CC=C(C=C1)P(C2=CC=CC=C2)C3=CC=CC=C3.C1=CC=C(C=C1)P(C2=CC=CC=C2)C3=CC=CC=C3.Cl[Pd]Cl (bis(triphenylphosphine)palladium (II) chloride). Solvent: C(CCC)O (1-butanol), [C]=O (carbon monoxide). Product: C(#N)C=1C=C(OCCCC(=O)C2=CC=C(C(=O)O)C=C2)C=CC1 (4-[4-(3-cyanophenoxy)butyryl]benzoic acid). Reaction SMILES: Br[C:2]1[CH:7]=[CH:6][C:5]([C:8]2([CH2:16][CH2:17][CH2:18][O:19][C:20]3[CH:21]=[C:22]([CH:25]=[CH:26][CH:27]=3)[C:23]#[N:24])[O:13]CC(C)(C)CO2)=[CH:4][CH:3]=1.C(N(CCCC)CCCC)CCC.CN(C)[CH:43]=[O:44].CC[O:48]CC>C(O)CCC.[C]=O.C1C=CC(P(C2C=CC=CC=2)C2C=CC=CC=2)=CC=1.C1C=CC(P(C2C=CC=CC=2)C2C=CC=CC=2)=CC=1.Cl[Pd]Cl>[C:23]([C:22]1[CH:21]=[C:20]([CH:27]=[CH:26][CH:25]=1)[O:19][CH2:18][CH2:17][CH2:16][C:8]([C:5]1[CH:4]=[CH:3][C:2]([C:43]([OH:44])=[O:48])=[CH:7][CH:6]=1)=[O:13])#[N:24] |f:6.7.8,^3:55|. Reported procedure: 500 mg (1.16 mmol) of 3-[3-[2-(4-bromophenyl)-5,5-dimethyl-1,3-dioxane-2-yl]propoxy]benzonitrile, 260 mg (1.4 mmol) of tributylamine and 42 mg (0.06 mmol) of bis(triphenylphosphine)palladium (II) chloride were stirred in 3 ml of 1-butanol and 5 ml of dimethylformamide at 100° C. in carbon monoxide atmosphere overnight. Ether was added to the reaction liquid. After washing with water, 0.5 N hydrochloric acid, saturated sodium hydrogencarbonate solution and saturated aqueous common salt solution, ... The reactants are C(C)C1(C(=CC(S1)C(=O)OC(C)C)C(=S)N)CC (isopropyl 5-ethyl-4-(aminothioxomethyl)-5-ethylthiophene-2-carboxylate), BrCC(=O)C1=CC=CC=C1 (2-bromoacetophenone). Yields the product C(C)C1=C(C=C(S1)C(=O)OC(C)C)C=1SC=C(N1)C1=CC=CC=C1 (isopropyl 5-ethyl-4-(4-phenyl(1,3-thiazol-2-yl))thiophene-2-carboxylate). Yield: 48.4%. Reaction SMILES: C([C:3]1([CH2:17][CH3:18])[S:7][CH:6]([C:8]([O:10][CH:11]([CH3:13])[CH3:12])=[O:9])[CH:5]=[C:4]1[C:14]([NH2:16])=[S:15])C.Br[CH2:20][C:21]([C:23]1[CH:28]=[CH:27][CH:26]=[CH:25][CH:24]=1)=O>>[CH2:17]([C:3]1[S:7][C:6]([C:8]([O:10][CH:11]([CH3:12])[CH3:13])=[O:9])=[CH:5][C:4]=1[C:14]1[S:15][CH:20]=[C:21]([C:23]2[CH:28]=[CH:27][CH:26]=[CH:25][CH:24]=2)[N:16]=1)[CH3:18]. Reported procedure: A solution of 450 mg (1.75 mmol) of isopropyl 5-ethyl-4-(aminothioxomethyl)-5-ethylthiophene-2-carboxylate was reacted with 348 mg (1.75 mmol) of 2-bromoacetophenone (Aldrich, Milaukee, Wis., USA) in a manner similar to Example 8, step (a) to give isopropyl 5-ethyl-4-(4-phenyl(1,3-thiazol-2-yl))thiophene-2-carboxylate (303 mg, 49%) as an off-white solid. 1H-NMR (DMSO-d6; 300 MHz) δ8.22 (s, 1H), 8.07 (s, 1H), 8.03 (m, 2H), 7.49 (m, 2H), 7.38 (m, 1H), 5.13 (septet, 1H, J=6.2 Hz), 3.34 (q, 2H, J=7.... The reactants are FC(OC1=CC=C(CBr)C=C1)(F)F (4-Trifluoromethoxybenzyl bromide), C(=O)([O-])[O-].[K+].[K+] (K2CO3), C(C)(C)(C)OC(CN1C(=NC2=C1C=CC(=C2)NS(=O)(=O)C2=CC=C(C=C2)F)CCC)=O ([5-(4-fluoro-benzenesulfonylamino)-2-propyl-benzoimidazol-1-yl]-acetic acid tert-butyl ester). Solvent: CC#N (CH3CN), CCOC(=O)C (EtOAc), O (H2O). Run at temperature 80 celsius, time 8 hour. The product is C(C)(C)(C)OC(CN1C(=NC2=C1C=CC(=C2)N(S(=O)(=O)C2=CC=C(C=C2)F)CC2=CC=C(C=C2)OC(F)(F)F)CCC)=O ({5-[(4-Trifluoromethoxy-benzyl)-(4-fluoro-benzenesulfonyl)-amino]-2-propyl-benzoimidazol-1-yl}-acetic acid tert-butyl ester). RXN SMILES: [F:1][C:2]([F:13])([F:12])[O:3][C:4]1[CH:11]=[CH:10][C:7]([CH2:8]Br)=[CH:6][CH:5]=1.C([O-])([O-])=O.[K+].[K+].[C:20]([O:24][C:25](=[O:50])[CH2:26][N:27]1[C:31]2[CH:32]=[CH:33][C:34]([NH:36][S:37]([C:40]3[CH:45]=[CH:44][C:43]([F:46])=[CH:42][CH:41]=3)(=[O:39])=[O:38])=[CH:35][C:30]=2[N:29]=[C:28]1[CH2:47][CH2:48][CH3:49])([CH3:23])([CH3:22])[CH3:21]>CC#N.CCOC(C)=O.O>[C:20]([O:24][C:25](=[O:50])[CH2:26][N:27]1[C:31]2[CH:32]=[CH:33][C:34]([N:36]([CH2:8][C:7]3[CH:10]=[CH:11][C:4]([O:3][C:2]([F:13])([F:12])[F:1])=[CH:5][CH:6]=3)[S:37]([C:40]3[CH:41]=[CH:42][C:43]([F:46])=[CH:44][CH:45]=3)(=[O:38])=[O:39])=[CH:35][C:30]=2[N:29]=[C:28]1[CH2:47][CH2:48][CH3:49])([CH3:23])([CH3:22])[CH3:21] |f:1.2.3|. Reported procedure: 4-Trifluoromethoxybenzyl bromide (0.27 mmol) and K2CO3 (63 mg, 0.45 mmol) were added to a solution of [5-(4-fluoro-benzenesulfonylamino)-2-propyl-benzoimidazol-1-yl]-acetic acid tert-butyl ester (40 mg, 0.09 mmol) in CH3CN (1 mL), and stirred overnight at 80° C. The reaction mixture was diluted with EtOAc and H2O, and then filtered through an Extrelut column. The column was washed with EtOAc, and the filtrate was concentrated. The crude product was carried onto the next reaction without any furt... Yield: 24.4%. Reaction conditions: time 16 hour. Procedure: To a round bottom flask charged with 2-((2-chloro-5-cyano-3-(2-(morpholine-4-carbonyl)morpholino)phenyl)amino)-4-(cyclopropyl(4-methoxybenzyl)amino)imidazo[2,1-f][1,2,4]triazine-7-carbonitrile (64.9 mg, 0.097 mmol) in dichloromethane (485 μl) was added anisole (21.19 μl, 0.194 mmol), followed by TFA (224 μl, 2.91 mmol). The reaction mixture was stirred at room temperature for 16 h. Additional TFA (224 μl, 2.91 mmol) was added. Stir at room temperature ON. Additional TFA (224 μl, 2.91 mmol) was a... As a reaction SMILES: [Cl:1][C:2]1[C:7]([N:8]2[CH2:13][CH2:12][O:11][CH:10]([C:14]([N:16]3[CH2:21][CH2:20][O:19][CH2:18][CH2:17]3)=[O:15])[CH2:9]2)=[CH:6][C:5]([C:22]#[N:23])=[CH:4][C:3]=1[NH:24][C:25]1[N:30]=[C:29]([N:31]([CH:41]2[CH2:43][CH2:42]2)CC2C=CC(OC)=CC=2)[C:28]2=[N:44][CH:45]=[C:46]([C:47]#[N:48])[N:27]2[N:26]=1.C1(OC)C=CC=CC=1.C(O)(C(F)(F)F)=O>ClCCl>[Cl:1][C:2]1[C:7]([N:8]2[CH2:13][CH2:12][O:11][CH:10]([C:14]([N:16]3[CH2:17][CH2:18][O:19][CH2:20][CH2:21]3)=[O:15])[CH2:9]2)=[CH:6][C:5]([C:22]#[N:23])=[CH:4][C:3]=1[NH:24][C:25]1[N:30]=[C:29]([NH:31][CH:41]2[CH2:43][CH2:42]2)[C:28]2=[N:44][CH:45]=[C:46]([C:47]#[N:48])[N:27]2[N:26]=1. Yields the product ClC1=C(C=C(C=C1N1CC(OCC1)C(=O)N1CCOCC1)C#N)NC1=NN2C(C(=N1)NC1CC1)=NC=C2C#N ((+/−)2-((2-chloro-5-cyano-3-(2-(morpholine-4-carbonyl)morpholino)phenyl)amino)-4-(cyclopropylamino)imidazo[2,1-f][1,2,4]triazine-7-carbonitrile). Starting materials: C(=O)(C(F)(F)F)O (TFA), ClC1=C(C=C(C=C1N1CC(OCC1)C(=O)N1CCOCC1)C#N)NC1=NN2C(C(=N1)N(CC1=CC=C(C=C1)OC)C1CC1)=NC=C2C#N (2-((2-chloro-5-cyano-3-(2-(morpholine-4-carbonyl)morpholino)phenyl)amino)-4-(cyclopropyl(4-methoxybenzyl)amino)imidazo[2,1-f][1,2,4]triazine-7-carbonitrile), C1(=CC=CC=C1)OC (anisole), C(=O)(C(F)(F)F)O (TFA), C(=O)(C(F)(F)F)O (TFA). Solvent: ClCCl (dichloromethane).